describe an organic reaction: reactants, conditions, products, and yield From a dataset of the Open Reaction Database (ORD), a public repository of structured organic reaction records. Starting materials: I(=O)(=O)(=O)[O-].[Na+] (sodium metaperiodate), S(=O)(Cl)Cl (thionyl chloride), N(=[N+]=[N-])[C@H]([C@@H](CO)O)CC1=CC=CC=C1 (3(S)-azido-4-phenyl-1,2(S)-butanediol), C(Cl)(Cl)(Cl)Cl (carbon tetrachloride). Reagents/catalysts: O.O.O.[Ru](Cl)(Cl)Cl (ruthenium-(III) chloride trihydrate). Solvent: O (water), C(C)#N (acetonitrile), Example 2(vi)]in, O (water), C(C)OCC (diethyl ether). Reaction conditions: time 1 hour. The product is N(=[N+]=[N-])[C@@H](CC1=CC=CC=C1)[C@@H]1OS(OC1)(=O)=O (4(S)-[1(S)-azido-2-phenylethyl]-1,3,2-dioxathiolane 2,2-dioxide). Yield: 96.2%. RXN SMILES: [S:1](Cl)(Cl)=[O:2].[N:5]([C@@H:8]([CH2:13][C:14]1[CH:19]=[CH:18][CH:17]=[CH:16][CH:15]=1)[C@H:9]([OH:12])[CH2:10][OH:11])=[N+:6]=[N-:7].C(Cl)(Cl)(Cl)Cl.I([O-])(=O)(=O)=[O:26].[Na+]>O.O.O.[Ru](Cl)(Cl)Cl.O.C(OCC)C.C(#N)C>[N:5]([C@H:8]([C@H:9]1[CH2:10][O:11][S:1](=[O:2])(=[O:26])[O:12]1)[CH2:13][C:14]1[CH:19]=[CH:18][CH:17]=[CH:16][CH:15]=1)=[N+:6]=[N-:7] |f:3.4,5.6.7.8|. Procedure details: 175 μl (2.4 mmol) of thionyl chloride were added to a solution of 414 mg (2 mmol) of 3(S)-azido-4-phenyl-1,2(S)-butanediol [prepared as described in Example 2(vi)]in 5 ml of carbon tetrachloride and the mixture was heated under reflux for 30 minutes with calcium chloride drying tube protection. The resulting solution was cooled in an ice bath, 5 ml of acetonitrile, 5 mg of ruthenium-(III) chloride trihydrate, 642 mg (3 mmol) of sodium metaperiodate and 7.5 ml of water were added in succession an... Starting materials: Cc1nc2c(s1)CC(CO)CC2, Cc1ccc(S(=O)(=O)Cl)cc1. Yields the product Cc1ccc(S(=O)(=O)OCC2CCc3nc(C)sc3C2)cc1. Reaction SMILES: [CH3:12][c:13]1[s:14][c:15]2[c:16]([n:17]1)[CH2:18][CH2:19][CH:20]([CH2:22][OH:23])[CH2:21]2.[c:1]1([CH3:11])[cH:2][cH:3][c:4]([S:7](=[O:8])(=[O:9])[Cl:10])[cH:5][cH:6]1>>[c:1]1([CH3:11])[cH:2][cH:3][c:4]([S:7](=[O:8])(=[O:9])[O:23][CH2:22][CH:20]2[CH2:19][CH2:18][c:16]3[c:15]([s:14][c:13]([CH3:12])[n:17]3)[CH2:21]2)[cH:5][cH:6]1. Reported procedure: To a solution of 0.39 g (1 mmol) N,N-Dimethyl--O--(9-phenyl-9H-fluoren-9-yl)-L-serine methyl ester from Step 1 in methanol (4 mL) was added 20% sodium hydroxide (2 mL) and the mixture stirred at room temperature for 1 h. Most of the methanol was evaporated in vacuo, the residue suspended in water (10 mL) and extracted with diethyl ether (2×2 mL). The alkaline aqueous phase was acidified with 20% acetic acid by cooling with an ice bath, the white precipitate was filtered, washed with water and dr... Yields the product CN([C@@H](COC1(C2=CC=CC=C2C=2C=CC=CC12)C1=CC=CC=C1)C(=O)O)C (N,N-dimethyl-O-(9-phenyl-9H-fluoren-9-yl)-L-serine). Reactants: COC([C@@H](N(C)C)COC1(C2=CC=CC=C2C=2C=CC=CC12)C1=CC=CC=C1)=O (N,N-dimethyl--O--(9-phenyl-9H-fluoren-9-yl)-L-serine methyl ester), [OH-].[Na+] (sodium hydroxide). The yield is 84.1%. As a reaction SMILES: C[O:2][C:3](=[O:29])[C@H:4]([CH2:8][O:9][C:10]1([C:23]2[CH:28]=[CH:27][CH:26]=[CH:25][CH:24]=2)[C:22]2[CH:21]=[CH:20][CH:19]=[CH:18][C:17]=2[C:16]2[C:11]1=[CH:12][CH:13]=[CH:14][CH:15]=2)[N:5]([CH3:7])[CH3:6].[OH-].[Na+]>CO>[CH3:6][N:5]([CH3:7])[C@H:4]([C:3]([OH:29])=[O:2])[CH2:8][O:9][C:10]1([C:23]2[CH:28]=[CH:27][CH:26]=[CH:25][CH:24]=2)[C:22]2[CH:21]=[CH:20][CH:19]=[CH:18][C:17]=2[C:16]2[C:11]1=[CH:12][CH:13]=[CH:14][CH:15]=2 |f:1.2|. Conditions: time 1 hour. Run in CO (methanol). The reactants are ClC1=CC=2N(C3=CC=CC=C3SC2C=C1)CCCN1CCN(CC1)CCCl (1-[3-(2-chloro-10H-phenothiazin-10-yl)propyl]-4-(2-chloroethyl)piperazine), CC(C)NCCOC1=CC=C(C=C1)O (4-[2-(1-methylethyl)aminoethoxy]phenol), [OH-].[Na+] (sodium hydroxide). Run in CS(=O)C (dimethylsulfoxide), O (water). Yields the product Cl.Cl.Cl.ClC1=CC=2N(C3=CC=CC=C3SC2C=C1)CCCN1CCN(CC1)CCOC1=CC=C(C=C1)OCCNC(C)C (1-[3-(2-chloro-10H-phenothiazin-10-yl)propyl]-4-[2-[4-[2-(1-methylethyl)aminoethoxy]phenoxy]ethyl]piperazine trihydrochloride). RXN SMILES: [Cl:1][C:2]1[CH:15]=[CH:14][C:13]2[S:12][C:11]3[C:6](=[CH:7][CH:8]=[CH:9][CH:10]=3)[N:5]([CH2:16][CH2:17][CH2:18][N:19]3[CH2:24][CH2:23][N:22]([CH2:25][CH2:26]Cl)[CH2:21][CH2:20]3)[C:4]=2[CH:3]=1.[CH3:28][CH:29]([NH:31][CH2:32][CH2:33][O:34][C:35]1[CH:40]=[CH:39][C:38]([OH:41])=[CH:37][CH:36]=1)[CH3:30].[OH-].[Na+]>CS(C)=O.O>[ClH:1].[ClH:1].[ClH:1].[Cl:1][C:2]1[CH:15]=[CH:14][C:13]2[S:12][C:11]3[C:6](=[CH:7][CH:8]=[CH:9][CH:10]=3)[N:5]([CH2:16][CH2:17][CH2:18][N:19]3[CH2:24][CH2:23][N:22]([CH2:25][CH2:26][O:41][C:38]4[CH:37]=[CH:36][C:35]([O:34][CH2:33][CH2:32][NH:31][CH:29]([CH3:30])[CH3:28])=[CH:40][CH:39]=4)[CH2:21][CH2:20]3)[C:4]=2[CH:3]=1 |f:2.3,6.7.8.9|. Reported procedure: Using the conditions essentially described in method A above, 1-[3-(2-chloro-10H-phenothiazin-10-yl)propyl]-4-(2-chloroethyl)piperazine (10.6 g) was reacted with 4-[2-(1-methylethyl)aminoethoxy]phenol (4.88) in dimethylsulfoxide (125 ml) containing sodium hydroxide (1.0 g) in water (7 ml). The crude free base was extracted using ethyl acetate and the dried extract was treated with excess hydrogen chloride in ethyl acetate to furnish the crude trihydrochloride salt. Crystallization of the crude f... Starting materials: COc1cc2c(cc1OC)-c1[nH]nc(Nc3cccc(F)c3)c1C2, CCN=C=NCCCN(C)C, CCN(C(C)C)C(C)C, O=C(O)CC(=O)N1CCCC1, CN(C)C=O, O, Oc1cccc2[nH]nnc12. Yields the product COc1cc2c(cc1OC)-c1c(c(Nc3cccc(F)c3)nn1C(=O)CC(=O)N1CCCC1)C2. Reaction SMILES: [CH3:1][O:2][c:3]1[cH:4][c:5]2[c:20]([cH:21][c:22]1[O:23][CH3:24])-[c:8]1[c:7]([c:11]([NH:12][c:13]3[cH:14][c:15]([F:19])[cH:16][cH:17][cH:18]3)[n:10][nH:9]1)[CH2:6]2.[CH3:36][N:37]([CH3:38])[CH2:39][CH2:40][CH2:41][N:42]=[C:43]=[N:44][CH2:45][CH3:46].[CH:58]([N:59]([CH2:60][CH3:61])[CH:62]([CH3:63])[CH3:64])([CH3:65])[CH3:66].[O:25]=[C:26]([CH2:27][C:28](=[O:29])[OH:30])[N:31]1[CH2:32][CH2:33][CH2:34][CH2:35]1.[O:67]=[CH:68][N:69]([CH3:70])[CH3:71].[OH2:47].[OH:48][c:49]1[c:50]2[n:51][n:52][nH:53][c:54]2[cH:55][cH:56][cH:57]1>>[CH3:1][O:2][c:3]1[cH:4][c:5]2[c:20]([cH:21][c:22]1[O:23][CH3:24])-[c:8]1[c:7]([c:11]([NH:12][c:13]3[cH:14][c:15]([F:19])[cH:16][cH:17][cH:18]3)[n:10][n:9]1[C:28]([CH2:27][C:26](=[O:25])[N:31]1[CH2:32][CH2:33][CH2:34][CH2:35]1)=[O:29])[CH2:6]2. Run at temperature 70 celsius, time 20 hour. Product: C(C)(C)(C)NC(=O)N1CC=2N(CC1)C(=C(C2C(=O)N)C2=CC(=CC=C2)C(F)(F)F)C2CC2 (N2-tert-butyl-6-cyclopropyl-7-(3-trifluoromethyl-phenyl)-3,4-dihydropyrrolo[1,2-a]pyrazine-2,8(1H)-dicarboxamide). Procedure: To a mixture of 57.0 mg (0.300 mmol) of (3-trifluoromethylphenyl)boronic acid and 76.7 mg (0.200 mmol) of N2-tert-butyl-7-bromo-6-cyclopropyl-3,4-dihydropyrrolo-[1,2-a]pyrazine-2,8(1H)-dicarboxamide in a reaction tube are added 2 ml of tetrahydrofuran degassed beforehand under argon for 15 minutes and 63.6 mg (0.60 mmol) of disodium carbonate dissolved in 1 ml of water. The tube is then purged with argon, and about 16 mg (0.02 mmol) of a complex of 1,1′-bis(diphenylphosphino)ferrocenedichloropal... The reactants are complex, ClCCl (dichloromethane), C([O-])([O-])=O.[Na+].[Na+] (disodium carbonate), FC(C=1C=C(C=CC1)B(O)O)(F)F ((3-trifluoromethylphenyl)boronic acid), C(C)(C)(C)NC(=O)N1CC=2N(CC1)C(=C(C2C(=O)N)Br)C2CC2 (N2-tert-butyl-7-bromo-6-cyclopropyl-3,4-dihydropyrrolo-[1,2-a]pyrazine-2,8(1H)-dicarboxamide). The solvent is O (water), O1CCCC1 (tetrahydrofuran), O1CCCC1 (tetrahydrofuran). As a reaction SMILES: [F:1][C:2]([F:13])([F:12])[C:3]1[CH:4]=[C:5](B(O)O)[CH:6]=[CH:7][CH:8]=1.[C:14]([NH:18][C:19]([N:21]1[CH2:26][CH2:25][N:24]2[C:27]([CH:34]3[CH2:36][CH2:35]3)=[C:28](Br)[C:29]([C:30]([NH2:32])=[O:31])=[C:23]2[CH2:22]1)=[O:20])([CH3:17])([CH3:16])[CH3:15].C(=O)([O-])[O-].[Na+].[Na+].ClCCl>O.O1CCCC1.C1C=CC(P(C2C=CC=CC=2)[C-]2C=CC=C2)=CC=1.C1C=CC(P(C2C=CC=CC=2)[C-]2C=CC=C2)=CC=1.Cl[Pd]Cl.[Fe+2]>[C:14]([NH:18][C:19]([N:21]1[CH2:26][CH2:25][N:24]2[C:27]([CH:34]3[CH2:35][CH2:36]3)=[C:28]([C:5]3[CH:6]=[CH:7][CH:8]=[C:3]([C:2]([F:13])([F:12])[F:1])[CH:4]=3)[C:29]([C:30]([NH2:32])=[O:31])=[C:23]2[CH2:22]1)=[O:20])([CH3:17])([CH3:15])[CH3:16] |f:2.3.4,8.9.10.11|. Reagents/catalysts: C1=CC=C(C=C1)P([C-]2C=CC=C2)C3=CC=CC=C3.C1=CC=C(C=C1)P([C-]2C=CC=C2)C3=CC=CC=C3.Cl[Pd]Cl.[Fe+2] (1,1′-bis(diphenylphosphino)ferrocenedichloropalladium). Isolated yield 19.0%. The reactants are 11.5, NC1=C(C(=O)C2=CC=CC=C2)C=C(C=C1)Cl (2-amino-5-chlorobenzophenone), C(C)(OCC)([O-])[O-] (ethyl orthoacetate), C(C)(=O)O (acetic acid). Solvent: C1=CC=CC=C1 (benzene). Yields the product ClC=1C=CC(=C(C(=O)C2=CC=CC=C2)C1)N=C(C)OCC (5-chloro-2-(1-ethoxyethylideneamino)-benzophenone). Reaction SMILES: [NH2:1][C:2]1[CH:15]=[CH:14][C:13]([Cl:16])=[CH:12][C:3]=1[C:4]([C:6]1[CH:11]=[CH:10][CH:9]=[CH:8][CH:7]=1)=[O:5].[C:17]([O-])([O-])([O:19][CH2:20][CH3:21])[CH3:18].C(O)(=O)C>C1C=CC=CC=1>[Cl:16][C:13]1[CH:14]=[CH:15][C:2]([N:1]=[C:17]([O:19][CH2:20][CH3:21])[CH3:18])=[C:3]([CH:12]=1)[C:4]([C:6]1[CH:7]=[CH:8][CH:9]=[CH:10][CH:11]=1)=[O:5]. Procedure details: A solution of 11.5 parts of 2-amino-5-chlorobenzophenone, 11.5 parts of ethyl orthoacetate and 6 volume parts of acetic acid in 100 volume parts of benzene is refluxed for 20 minutes, whereby 5-chloro-2-(1-ethoxyethylideneamino)-benzophenone are obtained as crystals. Recrystallization from methanol-water gives colorless needles melting at 62° to 63° C. Yield: 93%. Starting materials: OCCCCCNS(=O)(=O)C1=CC=C(C=C1)Br (4-bromophenyl-sulfonic acid-(5-hydroxypentyl)-amide), C(C)(=O)C1=CC=C(C=C1)B(O)O (4-acetylphenyl boronic acid). Yields the product OCCCCCNS(=O)(=O)C1=CC=C(C=C1)C1=CC=C(C=C1)C(C)=O (4′-Acetylbiphenyl-4-sulfonic acid-(5-hydroxypentyl)-amide). As a reaction SMILES: [OH:1][CH2:2][CH2:3][CH2:4][CH2:5][CH2:6][NH:7][S:8]([C:11]1[CH:16]=[CH:15][C:14](Br)=[CH:13][CH:12]=1)(=[O:10])=[O:9].[C:18]([C:21]1[CH:26]=[CH:25][C:24](B(O)O)=[CH:23][CH:22]=1)(=[O:20])[CH3:19]>>[OH:1][CH2:2][CH2:3][CH2:4][CH2:5][CH2:6][NH:7][S:8]([C:11]1[CH:16]=[CH:15][C:14]([C:24]2[CH:25]=[CH:26][C:21]([C:18](=[O:20])[CH3:19])=[CH:22][CH:23]=2)=[CH:13][CH:12]=1)(=[O:10])=[O:9]. Procedure details: Using a method analogous to that described in Example 40, 4-bromophenyl-sulfonic acid-(5-hydroxypentyl)-amide and 4-acetylphenyl boronic acid were reacted to give the title compound as a white solid. δC (DMSO, 62.9 MHz): 22.6, 26.9, 28.9, 32.0, 42.6, 60.5, 127.0, 127.3, 127.9, 128.9, 136.4, 140.2, 142.5, 142.9 and 197.6. Reactants: C(C)(=O)OC(C=1C=NC=CC1)C1CCN(CC1)CC12C3=CC=CC=C3C(C=3C=CC=CC13)C2 (1-[1-(9,10-dihydro-9,10-methanoanthracen-9-ylmethyl)-4-piperidyl]-1-(3-pyridyl)methanol acetate), C(=O)[O-].[NH4+] (ammonium formate), C(=O)[O-].[NH4+] (ammonium formate). Reagents/catalysts: [Pd] (palladium on carbon). Run in CO (methanol). Run at time 8 hour. Yields the product C1=CC=CC=2C3C4=CC=CC=C4C(C12)(C3)CN3CCC(CC3)CC=3C=NC=CC3 (1-(9,10-Dihydro-9,10-methanoanthracen-9-ylmethyl)-4-(3-pyridylmethyl)piperidine). Yield: 66.0%. Reaction SMILES: C(O[CH:5]([CH:12]1[CH2:17][CH2:16][N:15]([CH2:18][C:19]23[CH2:33][CH:26]([C:27]4[CH:28]=[CH:29][CH:30]=[CH:31][C:32]=42)[C:25]2[C:20]3=[CH:21][CH:22]=[CH:23][CH:24]=2)[CH2:14][CH2:13]1)[C:6]1[CH:7]=[N:8][CH:9]=[CH:10][CH:11]=1)(=O)C.C([O-])=O.[NH4+]>[Pd].CO>[CH:21]1[C:20]2[C:19]3([CH2:18][N:15]4[CH2:14][CH2:13][CH:12]([CH2:5][C:6]5[CH:7]=[N:8][CH:9]=[CH:10][CH:11]=5)[CH2:17][CH2:16]4)[CH2:33][CH:26]([C:27]4[C:32]3=[CH:31][CH:30]=[CH:29][CH:28]=4)[C:25]=2[CH:24]=[CH:23][CH:22]=1 |f:1.2|. Procedure: A solution of 1-[1-(9,10-dihydro-9,10-methanoanthracen-9-ylmethyl)-4-piperidyl]-1-(3-pyridyl)methanol acetate, prepared as in Example 53, (175 mg, 0.40 mmol), ammonium formate (175 mg, 2.78 mmol), and 10% palladium on carbon (175 mg) were heated to reflux in methanol (6 mL) under nitrogen (g) for 8 h. Additional ammonium formate (175 mg, 2.78 mmol) was added and heating was continued for an additional 8 h. The suspension was filtered through celite and the solids were washed thoroughly with meth...